Dataset: the Open Reaction Database (ORD), a public repository of structured organic reaction records. Task: describe an organic reaction: reactants, conditions, products, and yield Reactants: ice water, OC1=NC=C(C=C1Cl)C(C)=O (2-hydroxy-3-chloro-5-acetylpyridine), P(=O)(Cl)(Cl)Cl (phosphorus oxychloride), CN(C1=CC=CC=C1)C (N,N-dimethylaniline). Solvent: ClC1=CC=CC=C1 (chlorobenzene). The product is ClC1=NC=C(C=C1Cl)C(C)=O (2,3-dichloro-5-acetylpyridine). Isolated yield 94.7%. RXN SMILES: O[C:2]1[C:7]([Cl:8])=[CH:6][C:5]([C:9](=[O:11])[CH3:10])=[CH:4][N:3]=1.P(Cl)(Cl)([Cl:14])=O.CN(C)C1C=CC=CC=1>ClC1C=CC=CC=1>[Cl:14][C:2]1[C:7]([Cl:8])=[CH:6][C:5]([C:9](=[O:11])[CH3:10])=[CH:4][N:3]=1. Procedure details: 3.4 g (20 mmol) of 2-hydroxy-3-chloro-5-acetylpyridine are stirred with 3.7 g (24 mmol) of phosphorus oxychloride and 2.4 g (20 mmol) of N,N-dimethylaniline in 75 ml of chlorobenzene at 100° C. for 1.5 hours. The mixture is stirred into 200 ml of ice-water and extracted with ethyl acetate. Drying and evaporation gives 3.6 g (95%) of 2,3-dichloro-5-acetylpyridine, melting point: 80° C. The reactants are Brc1cc2ccccc2s1, Brc1ccc2sccc2c1, CCCC(=O)N(C)OC, I, [Mg], C1CCOC1. Yields the product CCCC(=O)c1ccc2sccc2c1. Reaction SMILES: [Br:13][c:14]1[s:15][c:16]2[cH:17][cH:18][cH:19][cH:20][c:21]2[cH:22]1.[Br:1][c:2]1[cH:3][c:4]2[c:5]([s:6][cH:7][cH:8]2)[cH:9][cH:10]1.[CH3:23][O:24][N:25]([C:26]([CH2:27][CH2:28][CH3:29])=[O:30])[CH3:31].[I:12].[Mg:11].[O:32]1[CH2:33][CH2:34][CH2:35][CH2:36]1>>[c:2]1([C:26]([CH2:27][CH2:28][CH3:29])=[O:30])[cH:3][c:4]2[c:5]([s:6][cH:7][cH:8]2)[cH:9][cH:10]1. The reactants are C(=O)(O)CC=1C(=C(C(=O)O)C=CC1)Cl (3-(Carboxymethyl)-2-chlorobenzoic acid), C(=O)(O)CC=1C(=C(C(=O)O)C=CC1)Cl (3-(Carboxymethyl)-2-chlorobenzoic acid). The reagents and catalysts are [O-2].[O-2].[Mn+4] (Manganese (IV) dioxide). Solvent: C(Cl)(Cl)Cl (chloroform). Yields the product ClC1=C(C=O)C=CC=C1CCO (2-Chloro-3-(2-hydroxyethyl)benzaldehyde). RXN SMILES: [C:1]([CH2:4][C:5]1[C:6]([Cl:14])=[C:7]([CH:11]=[CH:12][CH:13]=1)[C:8](O)=[O:9])(O)=[O:2]>C(Cl)(Cl)Cl.[O-2].[O-2].[Mn+4]>[Cl:14][C:6]1[C:5]([CH2:4][CH2:1][OH:2])=[CH:13][CH:12]=[CH:11][C:7]=1[CH:8]=[O:9] |f:2.3.4|. Procedure: Manganese (IV) dioxide (43.1 g) was added to a slight suspension of 2-(2-chloro-3-(hydroxymethyl)phenyl)ethanol [Aromatic Intermediate 11, step d] (18.5 g) in chloroform (500 mL), and the resulting suspension was heated at reflux for 2 h. The reaction mixture was cooled, filtered through Celite and the filter pad washed with DCM (3×300 mL). The combined washings and filtrate were evaporated and the residue purified by flash silica chromatography eluting with 3:1 to 1:1 isohexane:ethyl acetate gr...